From a dataset of the Open Reaction Database (ORD), a public repository of structured organic reaction records. describe an organic reaction: reactants, conditions, products, and yield Reactants: CC(=O)OC1CCC2(C)C(=CCC3C2CCC2(C)C(C(C)CCC(=O)O)CCC32)C1, O=C(Cl)C(=O)Cl, ClCCl. Yields the product CC(=O)OC1CCC2(C)C(=CCC3C2CCC2(C)C(C(C)CCC(=O)O)CCC32)C1, [Cl-]. As a reaction SMILES: [C:1]([CH3:2])(=[O:3])[O:4][CH:5]1[CH2:6][C:7]2=[CH:8][CH2:9][CH:10]3[CH:11]4[CH2:12][CH2:13][CH:14]([CH:15]([CH2:16][CH2:17][C:18](=[O:19])[OH:20])[CH3:21])[C:22]4([CH3:30])[CH2:23][CH2:24][CH:25]3[C:26]2([CH3:29])[CH2:27][CH2:28]1.[Cl:31][C:32]([C:33]([Cl:34])=[O:35])=[O:36].[Cl:37][CH2:38][Cl:39]>>[C:1]([CH3:2])(=[O:3])[O:4][CH:5]1[CH2:6][C:7]2=[CH:8][CH2:9][CH:10]3[CH:11]4[CH2:12][CH2:13][CH:14]([CH:15]([CH2:16][CH2:17][C:18](=[O:19])[OH:20])[CH3:21])[C:22]4([CH3:30])[CH2:23][CH2:24][CH:25]3[C:26]2([CH3:29])[CH2:27][CH2:28]1.[Cl-:31]. Run in C1CCOC1 (THF). Procedure details: 0.86 g (22.66 mmol) of LiAlH4 was added to a solution of 3.60 g (7.63 mmol) of B3 in 20 ml of anhydrous THF and stirred at reflux for 2 hours. After cooling, Arberlite® IR-120(plus) was added and stirring was continued until hydrogen evolution had ended. The mixture was filtered through Celite® and the solvent was subsequently removed under reduced pressure. The crude product was purified by means of column chromatography (CH2Cl2/MeOH=12:1). Yield: 0.84 g (84% of theory). The product is C[C@@H]1[C@@H](O)[C@H](O)[C@H](O1)C (1,6-Dideoxy-2,5-anhydro-D-mannitol). Reactants: [H-].[H-].[H-].[H-].[Li+].[Al+3] (LiAlH4), C1(=CC=C(C=C1)S(=O)(=O)OC[C@@H]1[C@@H](O)[C@H](O)[C@H](O1)COS(=O)(=O)C1=CC=C(C=C1)C)C (1,6-Di-O-(p-toluenesulphonyl)-2,5-anhydro-D-mannitol), [H][H] (hydrogen). As a reaction SMILES: [H-].[H-].[H-].[H-].[Li+].[Al+3].C1(C)C=CC(S(O[CH2:17][C@H:18]2[O:24][C@H:23]([CH2:25]OS(C3C=CC(C)=CC=3)(=O)=O)[C@@H:21]([OH:22])[C@@H:19]2[OH:20])(=O)=O)=CC=1.[H][H]>C1COCC1>[CH3:25][C@H:23]1[O:24][C@H:18]([CH3:17])[C@@H:19]([OH:20])[C@@H:21]1[OH:22] |f:0.1.2.3.4.5|.